Dataset: the Open Reaction Database (ORD), a public repository of structured organic reaction records. Task: describe an organic reaction: reactants, conditions, products, and yield Starting materials: C1CNCCN1, CN(C)c1ccccc1, Cc1ccccc1, O=C1Nc2cc(Cl)ccc2Sc2ccccc21, Cl, O=P(Cl)(Cl)Cl. Product: Clc1ccc2c(c1)N=C(N1CCNCC1)c1ccccc1S2. As a reaction SMILES: [CH2:32]1[CH2:33][NH:34][CH2:35][CH2:36][NH:37]1.[CH3:18][N:19]([c:20]1[cH:21][cH:22][cH:23][cH:24][cH:25]1)[CH3:26].[CH3:39][c:40]1[cH:41][cH:42][cH:43][cH:44][cH:45]1.[Cl:1][c:2]1[cH:3][c:4]2[c:5]([cH:16][cH:17]1)[S:6][c:7]1[c:8]([cH:12][cH:13][cH:14][cH:15]1)[C:9](=[O:11])[NH:10]2.[ClH:38].[P:27]([Cl:28])([Cl:29])([Cl:30])=[O:31]>>[Cl:1][c:2]1[cH:3][c:4]2[c:5]([cH:16][cH:17]1)[S:6][c:7]1[c:8]([cH:12][cH:13][cH:14][cH:15]1)[C:9]([N:34]1[CH2:33][CH2:32][NH:37][CH2:36][CH2:35]1)=[N:10]2. Starting materials: ClCCl, Cc1ccc(N=C=O)c(C)c1, NNC(=O)c1ccc(Cl)cc1. Yields the product Cc1ccc(NC(=O)NNC(=O)c2ccc(Cl)cc2)c(C)c1. RXN SMILES: [CH2:23]([Cl:24])[Cl:25].[CH3:1][c:2]1[c:3]([N:9]=[C:10]=[O:11])[cH:4][cH:5][c:6]([CH3:8])[cH:7]1.[Cl:12][c:13]1[cH:14][cH:15][c:16]([C:17](=[O:18])[NH:19][NH2:20])[cH:21][cH:22]1>>[CH3:1][c:2]1[c:3]([NH:9][C:10](=[O:11])[NH:20][NH:19][C:17]([c:16]2[cH:15][cH:14][c:13]([Cl:12])[cH:22][cH:21]2)=[O:18])[cH:4][cH:5][c:6]([CH3:8])[cH:7]1. The reactants are CC1=C(C=CC=2N(C=NC21)C2OCCCC2)C#N (4-methyl-1-(tetrahydro-2H-pyran-2-yl)-1H-benzo[d]imidazole-5-carbonitrile). The reagents and catalysts are [Ni] (Ni). Solvent: CO (MeOH). Conditions: temperature 25 celsius, time 2 hour. Yields the product CC1=C(C=CC=2N(C=NC21)C2OCCCC2)CN ((4-methyl-1-tetrahydropyran-2-yl-benzimidazol-5-yl)methanamine). Isolated yield 54.4%. As a reaction SMILES: [CH3:1][C:2]1[C:10]2[N:9]=[CH:8][N:7]([CH:11]3[CH2:16][CH2:15][CH2:14][CH2:13][O:12]3)[C:6]=2[CH:5]=[CH:4][C:3]=1[C:17]#[N:18]>[Ni].CO>[CH3:1][C:2]1[C:10]2[N:9]=[CH:8][N:7]([CH:11]3[CH2:16][CH2:15][CH2:14][CH2:13][O:12]3)[C:6]=2[CH:5]=[CH:4][C:3]=1[CH2:17][NH2:18]. Procedure details: A mixture of 162 (9.8 g, 52.5 mmol), MeOH(NH3 in MeOH) and Raney-Ni (>15 eq) was stirred under hydrogen at 25° C. for 2 h. The mixture was filtered and concentrated in vacuo. The crude product was purified by SiO2 chromatography eluting with a MeOH/DCM gradient (0% to 10% MeOH) to afford 7.0 g (70%) of (4-methyl-1-tetrahydropyran-2-yl-benzimidazol-5-yl)methanamine (164) as yellowish oil: LC/MS: m/z=246 [M+1]+.